describe an organic reaction: reactants, conditions, products, and yield From a dataset of the Open Reaction Database (ORD), a public repository of structured organic reaction records. The reactants are COC1=C(C=C(C=C1)N1CCN(CC1)CCC1=CC=CC=C1)C (1-(4-methoxy-3-methylphenyl)-4-phenethylpiperazine), C1(CCCCC1)CCCCN1CCN(CC1)C1=C(C=C(C(=C1)F)OC)F (1-(4-cyclohexylbutyl)-4-(2,5-difluoro-4-methoxyphenyl)-piperazine). Yields the product C1(CCCCC1)CCCCN1CCN(CC1)C1=CC(=C(C=C1F)O)F (4-[4-(4-cyclohexylbutyl)piperazin-1-yl]-2,5-difluorophenol). Yield: 27.6%. Reaction SMILES: COC1C=CC(N2CCN(CCC3C=CC=CC=3)CC2)=CC=1C.[CH:24]1([CH2:30][CH2:31][CH2:32][CH2:33][N:34]2[CH2:39][CH2:38][N:37]([C:40]3[CH:45]=[C:44]([F:46])[C:43]([O:47]C)=[CH:42][C:41]=3[F:49])[CH2:36][CH2:35]2)[CH2:29][CH2:28][CH2:27][CH2:26][CH2:25]1>>[CH:24]1([CH2:30][CH2:31][CH2:32][CH2:33][N:34]2[CH2:35][CH2:36][N:37]([C:40]3[C:41]([F:49])=[CH:42][C:43]([OH:47])=[C:44]([F:46])[CH:45]=3)[CH2:38][CH2:39]2)[CH2:29][CH2:28][CH2:27][CH2:26][CH2:25]1. Reported procedure: Production Example 10 was repeated except that 1-(4-methoxy-3-methylphenyl)-4-phenethylpiperazine was replaced with 1-(4-cyclohexylbutyl)-4-(2,5-difluoro-4-methoxyphenyl)-piperazine (482 mg). The resulting crude product was purified on TLC (developer, chloroform: methanol=16:1) to provide 4-[4-(4-cyclohexylbutyl)piperazin-1-yl]-2,5-difluorophenol (128 mg). Starting materials: O=C([O-])[O-], CCCC[N+](CCCC)(CCCC)CCCC, CN(C)C=O, [Cs+], [Cs+], [I-], O=Cc1ccc(OCCc2ccccc2)c(O)c1, ClCc1ccccn1. Yields the product O=Cc1ccc(OCCc2ccccc2)c(OCc2ccccn2)c1. RXN SMILES: [C:1](=[O:2])([O-:3])[O-:4].[CH2:34]([N+:35]([CH2:36][CH2:37][CH2:38][CH3:39])([CH2:40][CH2:41][CH2:42][CH3:43])[CH2:44][CH2:45][CH2:46][CH3:47])[CH2:48][CH2:49][CH3:50].[CH3:51][N:52]([CH3:53])[CH:54]=[O:55].[Cs+:5].[Cs+:6].[I-:33].[OH:7][c:8]1[cH:9][c:10]([CH:11]=[O:12])[cH:13][cH:14][c:15]1[O:16][CH2:17][CH2:18][c:19]1[cH:20][cH:21][cH:22][cH:23][cH:24]1.[c:25]1([CH2:31][Cl:32])[cH:26][cH:27][cH:28][cH:29][n:30]1>>[O:7]([c:8]1[cH:9][c:10]([CH:11]=[O:12])[cH:13][cH:14][c:15]1[O:16][CH2:17][CH2:18][c:19]1[cH:20][cH:21][cH:22][cH:23][cH:24]1)[CH2:31][c:25]1[cH:26][cH:27][cH:28][cH:29][n:30]1. The reactants are B, C1CCOC1, N#Cc1ccccc1Nc1ccccc1F, [Na+], [OH-]. Product: NCc1ccccc1Nc1ccccc1F. Reaction SMILES: [BH3:1].[CH2:2]1[O:3][CH2:4][CH2:5][CH2:6]1.[F:7][c:8]1[c:9]([NH:14][c:15]2[c:16]([C:17]#[N:18])[cH:19][cH:20][cH:21][cH:22]2)[cH:10][cH:11][cH:12][cH:13]1.[Na+:24].[OH-:23]>>[F:7][c:8]1[c:9]([NH:14][c:15]2[c:16]([CH2:17][NH2:18])[cH:19][cH:20][cH:21][cH:22]2)[cH:10][cH:11][cH:12][cH:13]1. The reactants are C(=O)[O-].[NH4+] (ammonium formate), OC1=C(C=C(/C=C/C(=O)NC2CCC(CC2)(C(=O)OCC=C)C)C=C1)OC (allyl trans-4-(4-hydroxy-3-methoxycinnamamido)-1-methyl-1-cyclohexanecarboxylate), [Cl-].[Na+] (sodium chloride). Reagents/catalysts: Cl[Pd]([P](C1=CC=CC=C1)(C2=CC=CC=C2)C3=CC=CC=C3)([P](C4=CC=CC=C4)(C5=CC=CC=C5)C6=CC=CC=C6)Cl (bis(triphenylphosphine)palladium dichloride). The solvent is C1CCOC1 (THF). Product: OC1=C(C=C(/C=C/C(=O)NC2CCC(CC2)(C(=O)O)C)C=C1)OC (trans-4-(4-hydroxy-3-methoxycinnamamido)-1-methyl-1-cyclohexanecarboxylic acid). Isolated yield 67.8%. Reaction SMILES: C([O-])=O.[NH4+].[OH:5][C:6]1[CH:29]=[CH:28][C:9](/[CH:10]=[CH:11]/[C:12]([NH:14][CH:15]2[CH2:20][CH2:19][C:18]([CH3:27])([C:21]([O:23]CC=C)=[O:22])[CH2:17][CH2:16]2)=[O:13])=[CH:8][C:7]=1[O:30][CH3:31].[Cl-].[Na+]>C1COCC1.Cl[Pd](Cl)([P](C1C=CC=CC=1)(C1C=CC=CC=1)C1C=CC=CC=1)[P](C1C=CC=CC=1)(C1C=CC=CC=1)C1C=CC=CC=1>[OH:5][C:6]1[CH:29]=[CH:28][C:9](/[CH:10]=[CH:11]/[C:12]([NH:14][CH:15]2[CH2:20][CH2:19][C:18]([CH3:27])([C:21]([OH:23])=[O:22])[CH2:17][CH2:16]2)=[O:13])=[CH:8][C:7]=1[O:30][CH3:31] |f:0.1,3.4,^1:41,60|. Procedure: 0.5 of bis(triphenylphosphine)palladium dichloride and 7.5 g of ammonium formate were added to a solution of 2.81 g of allyl trans-4-(4-hydroxy-3-methoxycinnamamido)-1-methyl-1-cyclohexanecarboxylate (Example 24) in 100 ml of THF. The solution was reacted for 18 hours under an argon stream, while it was refluxed. After reaction, 150 ml of an aqueous sodium chloride solution was added to the reaction solution. The solution was extracted three times with 50 ml of ethyl acetate. The organic layer o...